This data is from the Open Reaction Database (ORD), a public repository of structured organic reaction records. The task is: describe an organic reaction: reactants, conditions, products, and yield Starting materials: C(=O)[O-].[NH4+] (ammonium-formate), ClC=1C(=NC(=C(C1NC1=CC=C(C=C1)N)Cl)N1C[C@@H](C[C@@H](C1)NC(=O)OC(C)(C)C)NC(=O)OC(C)(C)C)N1C[C@@H](C[C@@H](C1)NC(=O)OC(C)(C)C)NC(=O)OC(C)(C)C (N-(3,5-dichloro-2,6-bis-((3R,5S)-3,5-bis-(tert-Butoxycarbonylamino)-piperidin-1-yl)-pyridin-4-yl)-benzene-1,4-diamine), Teflon. The reagents and catalysts are [Pd] (Pd/C). The solvent is CO (MeOH). Run at time 3 hour. The product is C(C)(C)(C)OC(=O)N[C@H]1CN(C[C@H](C1)NC(=O)OC(C)(C)C)C1=NC(=CC(=C1)NC1=CC=C(C=C1)N)N1C[C@@H](C[C@@H](C1)NC(=O)OC(C)(C)C)NC(=O)OC(C)(C)C (N-(2,6-bis-((3R,5S)-3,5-bis-(tert-butoxycarbonylamino)-piperidin-1-yl)-pyridin-4-yl)-benzene-1,4-diamine). Yield: 42.1%. RXN SMILES: Cl[C:2]1[C:3]([N:39]2[CH2:44][C@@H:43]([NH:45][C:46]([O:48][C:49]([CH3:52])([CH3:51])[CH3:50])=[O:47])[CH2:42][C@@H:41]([NH:53][C:54]([O:56][C:57]([CH3:60])([CH3:59])[CH3:58])=[O:55])[CH2:40]2)=[N:4][C:5]([N:17]2[CH2:22][C@@H:21]([NH:23][C:24]([O:26][C:27]([CH3:30])([CH3:29])[CH3:28])=[O:25])[CH2:20][C@@H:19]([NH:31][C:32]([O:34][C:35]([CH3:38])([CH3:37])[CH3:36])=[O:33])[CH2:18]2)=[C:6](Cl)[C:7]=1[NH:8][C:9]1[CH:14]=[CH:13][C:12]([NH2:15])=[CH:11][CH:10]=1.C([O-])=O.[NH4+]>CO.[Pd]>[C:57]([O:56][C:54]([NH:53][C@@H:41]1[CH2:42][C@H:43]([NH:45][C:46]([O:48][C:49]([CH3:52])([CH3:51])[CH3:50])=[O:47])[CH2:44][N:39]([C:3]2[CH:2]=[C:7]([NH:8][C:9]3[CH:14]=[CH:13][C:12]([NH2:15])=[CH:11][CH:10]=3)[CH:6]=[C:5]([N:17]3[CH2:22][C@@H:21]([NH:23][C:24]([O:26][C:27]([CH3:30])([CH3:29])[CH3:28])=[O:25])[CH2:20][C@@H:19]([NH:31][C:32]([O:34][C:35]([CH3:38])([CH3:37])[CH3:36])=[O:33])[CH2:18]3)[N:4]=2)[CH2:40]1)=[O:55])([CH3:58])([CH3:59])[CH3:60] |f:1.2|. Reported procedure: N-(3,5-dichloro-2,6-bis-((3R,5S)-3,5-bis-(tert-butoxycarbonylamino)-piperidin-1-yl)-pyridin-4-yl)-benzene-1,4-diamine (140) (0.205 g, 0.233 mmol) was dissolved in MeOH (15 mL). Pd/C (1 g, 10%, wet) was added followed by ammonium-formate (2 g). The mixture was shaken in a Teflon septum capped 40 mL I-Chem vial, with occasional venting, for 3 hours. LC-MS indicated complete de-chlorination at this point. The mixture was filtered through a plug of Celite and the filtrate was concentrated and purifi... The reactants are C(C)(=O)OCC (ethyl acetate), C([O-])([O-])=O.[Cs+].[Cs+] (cesium carbonate), BrCCOC (1-bromo-2-methoxyethane), OC=1C=C(C(=C(C(=O)OC)C1)C)[N+](=O)[O-] (methyl 5-hydroxy-2-methyl-3-nitrobenzoate). Run in C(C)#N (ACN), O (water). Reaction conditions: temperature 80 celsius. The product is COCCOC=1C=C(C(=C(C(=O)OC)C1)C)[N+](=O)[O-] (methyl 5-(2-methoxyethoxy)-2-methyl-3-nitrobenzoate). Isolated yield 63.4%. As a reaction SMILES: [OH:1][C:2]1[CH:3]=[C:4]([N+:13]([O-:15])=[O:14])[C:5]([CH3:12])=[C:6]([CH:11]=1)[C:7]([O:9][CH3:10])=[O:8].C(=O)([O-])[O-].[Cs+].[Cs+].Br[CH2:23][CH2:24][O:25][CH3:26].C(OCC)(=O)C>C(#N)C.O>[CH3:26][O:25][CH2:24][CH2:23][O:1][C:2]1[CH:3]=[C:4]([N+:13]([O-:15])=[O:14])[C:5]([CH3:12])=[C:6]([CH:11]=1)[C:7]([O:9][CH3:10])=[O:8] |f:1.2.3|. Procedure details: To stirred solution of methyl 5-hydroxy-2-methyl-3-nitrobenzoate (1.50 g, 7.61 mmol) in ACN (15 mL) was added cesium carbonate (4.96 g, 15.2 mmol) and 1-bromo-2-methoxyethane (1.57 g, 11.4 mmol). The resulting reaction mixture was heated at 80° C. overnight. On completion, the reaction mixture was diluted with water and extraction was carried out using ethyl acetate. The combined organic layers were washed with water, dried, and concentrated under reduced pressure. The crude material was purifie... Starting materials: CS(=O)(=O)Cl, ClCCl, NC1CCN(Cc2ccccc2)CC1, O, c1ccncc1. The product is CS(=O)(=O)NC1CCN(Cc2ccccc2)CC1. RXN SMILES: [CH3:21][S:22]([Cl:23])(=[O:24])=[O:25].[Cl:27][CH2:28][Cl:29].[NH2:1][CH:2]1[CH2:3][CH2:4][N:5]([CH2:8][c:9]2[cH:10][cH:11][cH:12][cH:13][cH:14]2)[CH2:6][CH2:7]1.[OH2:26].[cH:15]1[cH:16][cH:17][n:18][cH:19][cH:20]1>>[NH:1]([CH:2]1[CH2:3][CH2:4][N:5]([CH2:8][c:9]2[cH:10][cH:11][cH:12][cH:13][cH:14]2)[CH2:6][CH2:7]1)[S:22]([CH3:21])(=[O:24])=[O:25]. Reactants: FC1=CC=C(C=C1)C1=NOC(=C1C=1N=CN(C1)C1=CC=C(C=N1)C(C)=O)C(F)(F)F (1-(6-{4-[3-(4-fluoro-phenyl)-5-trifluoromethyl-isoxazol-4-yl]-imidazol-1-yl}-pyridin-3-yl)-ethanone), C[Mg]Br (methylmagnesium bromide). The solvent is Cl (HCl), C1CCOC1 (THF). Reaction conditions: time 18 hour. The product is FC1=CC=C(C=C1)C1=NOC(=C1C=1N=CN(C1)C1=CC=C(C=N1)C(C)(C)O)C(F)(F)F (2-(6-{4-[3-(4-Fluoro-phenyl)-5-trifluoromethyl-isoxazol-4-yl]-imidazol-1-yl}-pyridin-3-yl)-propan-2-ol). Isolated yield 96.9%. RXN SMILES: [F:1][C:2]1[CH:7]=[CH:6][C:5]([C:8]2[C:12]([C:13]3[N:14]=[CH:15][N:16]([C:18]4[N:23]=[CH:22][C:21]([C:24](=[O:26])[CH3:25])=[CH:20][CH:19]=4)[CH:17]=3)=[C:11]([C:27]([F:30])([F:29])[F:28])[O:10][N:9]=2)=[CH:4][CH:3]=1.[CH3:31][Mg]Br>C1COCC1.Cl>[F:1][C:2]1[CH:3]=[CH:4][C:5]([C:8]2[C:12]([C:13]3[N:14]=[CH:15][N:16]([C:18]4[N:23]=[CH:22][C:21]([C:24]([OH:26])([CH3:31])[CH3:25])=[CH:20][CH:19]=4)[CH:17]=3)=[C:11]([C:27]([F:28])([F:30])[F:29])[O:10][N:9]=2)=[CH:6][CH:7]=1. Procedure details: To a solution of 1-(6-{4-[3-(4-fluoro-phenyl)-5-trifluoromethyl-isoxazol-4-yl]-imidazol-1-yl}-pyridin-3-yl)-ethanone (50 mg, 0.12 mmol) in dry THF (2 mL) was added methylmagnesium bromide (3 M, 44 μL, 0.13 mmol) under nitrogen at room temperature and the resulting mixture stirred for 18 h. The mixture was then diluted with HCl (0.1 N) and then extracted with ethyl acetate. The combined organic extracts were then dried over sodium sulphate and evaporated. Purification by chromatography (SiO2, hep...